This data is from the Open Reaction Database (ORD), a public repository of structured organic reaction records. The task is: describe an organic reaction: reactants, conditions, products, and yield The reactants are Brc1nccs1, CC(=O)[O-], CC(=O)[O-], C1CCOC1, Cc1ccccc1, COc1cc2c(Cl)nnc(Cc3ccncc3)c2cc1OC, N, [Pd+2], [Zn], c1ccc(P(c2ccccc2)c2ccccc2)cc1. Yields the product COc1cc2c(Cc3ccncc3)nnc(-c3nccs3)c2cc1OC. As a reaction SMILES: [Br:1][c:2]1[s:3][cH:4][cH:5][n:6]1.[C:50]([O-:51])(=[O:52])[CH3:53].[C:55]([O-:56])(=[O:57])[CH3:58].[CH2:59]1[O:60][CH2:61][CH2:62][CH2:63]1.[CH3:64][c:65]1[cH:66][cH:67][cH:68][cH:69][cH:70]1.[Cl:7][c:8]1[n:9][n:10][c:11]([CH2:22][c:23]2[cH:24][cH:25][n:26][cH:27][cH:28]2)[c:12]2[cH:13][c:14]([O:20][CH3:21])[c:15]([O:18][CH3:19])[cH:16][c:17]12.[NH3:48].[Pd+2:54].[Zn:49].[c:29]1([P:30]([c:31]2[cH:32][cH:33][cH:34][cH:35][cH:36]2)[c:37]2[cH:38][cH:39][cH:40][cH:41][cH:42]2)[cH:43][cH:44][cH:45][cH:46][cH:47]1>>[c:2]1(-[c:8]2[n:9][n:10][c:11]([CH2:22][c:23]3[cH:24][cH:25][n:26][cH:27][cH:28]3)[c:12]3[cH:13][c:14]([O:20][CH3:21])[c:15]([O:18][CH3:19])[cH:16][c:17]23)[s:3][cH:4][cH:5][n:6]1.